Dataset: the Open Reaction Database (ORD), a public repository of structured organic reaction records. Task: describe an organic reaction: reactants, conditions, products, and yield Reactants: O1CCN(CC1)CCOC1=CC=C2C(=C(C(C2=C1)=O)Br)C1=CC=C(C=C1)C(F)(F)F (6-(2-Morpholinoethoxy)-2-bromo-3-(4-(trifluoromethyl)phenyl)-1H-inden-1-one), O1CCN(CC1)CCOC1=CC=C2C(=C(C(C2=C1)=O)Br)C1=CC=CC=C1 (6-(2-morpholinoethoxy)-2-bromo-3-phenyl-1H-inden-1-one), FC=1C=C(C=CC1F)B(O)O (3,4-difluorophenylboronic acid). Product: O1CCN(CC1)CCOC1=CC=C2C(=C(C(C2=C1)=O)C1=CC(=C(C=C1)F)F)C1=CC=C(C=C1)C(F)(F)F (6-(2-morpholinoethoxy)-3-(4-(trifluoromethyl)phenyl)-2-(3,4-difluorophenyl)-1H-inden-1-one). Isolated yield 31.0%. RXN SMILES: [O:1]1[CH2:6][CH2:5][N:4]([CH2:7][CH2:8][O:9][C:10]2[CH:18]=[C:17]3[C:13]([C:14]([C:21]4[CH:26]=[CH:25][C:24]([C:27]([F:30])([F:29])[F:28])=[CH:23][CH:22]=4)=[C:15](Br)[C:16]3=[O:19])=[CH:12][CH:11]=2)[CH2:3][CH2:2]1.O1CCN(CCOC2C=C3C(C(C4C=CC=CC=4)=C(Br)C3=O)=CC=2)CC1.[F:57][C:58]1[CH:59]=[C:60](B(O)O)[CH:61]=[CH:62][C:63]=1[F:64]>>[O:1]1[CH2:6][CH2:5][N:4]([CH2:7][CH2:8][O:9][C:10]2[CH:18]=[C:17]3[C:13]([C:14]([C:21]4[CH:26]=[CH:25][C:24]([C:27]([F:30])([F:29])[F:28])=[CH:23][CH:22]=4)=[C:15]([C:61]4[CH:60]=[CH:59][C:58]([F:57])=[C:63]([F:64])[CH:62]=4)[C:16]3=[O:19])=[CH:12][CH:11]=2)[CH2:3][CH2:2]1. Reported procedure: The procedure of Step 7 of Example 1 was repeated except for using 6-(2-morpholinoethoxy)-2-bromo-3-(4-(trifluoromethyl)phenyl)-1H-inden-1-one obtained in Step 6 of Example 32 as a starting material instead of 6-(2-morpholinoethoxy)-2-bromo-3-phenyl-1H-inden-1-one, 3,4-difluorophenylboronic acid instead of 3-pyridinylboronic acid, and being purified by prep HPLC (CH3CN/H2O=7:3) to obtain the title compound (31%). Reactants: CC=1C=C(C=CC1)C(C)=O (1-(3-methylphenyl)ethanone), CN(C)C(OC)OC (DMF-DMA). Product: CN(/C=C/C(=O)C1=CC(=CC=C1)C)C ((2E)-3-(Dimethylamino)-1-(3-methylphenyl)prop-2-en-1-one). Isolated yield 35.0%. As a reaction SMILES: [CH3:1][C:2]1[CH:3]=[C:4]([C:8](=[O:10])[CH3:9])[CH:5]=[CH:6][CH:7]=1.[CH3:11][N:12]([CH:14](OC)OC)[CH3:13]>>[CH3:11][N:12]([CH3:14])/[CH:13]=[CH:9]/[C:8]([C:4]1[CH:5]=[CH:6][CH:7]=[C:2]([CH3:1])[CH:3]=1)=[O:10]. Reported procedure: The title compound was prepared in 35% yield from 1-(3-methylphenyl)ethanone and DMF-DMA according to the procedure for the preparation of Example 12, part A. 1H NMR (400 MHz, CDCl3): δ 2.39 (3H, s), 2.79-3.11 (6H, m), 5.70 (1H, d, J=12.4 Hz), 7.24-7.31 (2H, m), 7.66-7.71 (2H, m), 7.78 (1H, d, J=12.4 Hz). Starting materials: B(O)(O)C1=C(O[C@H](C(=O)O)C)C=CC(=C1)Cl (2-(2-Borono-4-chlorophenoxy)-(2S)-propanoic acid), BrC=1C=C(C=CC1)C#N (3-bromobenzenenitrile). The solvent is C1CCOC1 (THF). Product: ClC=1C=CC(=C(C1)C1=CC(=CC=C1)C#N)O[C@H](C(=O)O)C ([(5-Chloro-3′-cyano[1,1′-biphenyl]-2-yl)oxy]-(2S)-propanoic acid). As a reaction SMILES: B([C:4]1[CH:15]=[C:14]([Cl:16])[CH:13]=[CH:12][C:5]=1[O:6][C@@H:7]([CH3:11])[C:8]([OH:10])=[O:9])(O)O.Br[C:18]1[CH:19]=[C:20]([C:24]#[N:25])[CH:21]=[CH:22][CH:23]=1>C1COCC1>[Cl:16][C:14]1[CH:13]=[CH:12][C:5]([O:6][C@@H:7]([CH3:11])[C:8]([OH:10])=[O:9])=[C:4]([C:18]2[CH:23]=[CH:22][CH:21]=[C:20]([C:24]#[N:25])[CH:19]=2)[CH:15]=1. Reported procedure: The title compound was prepared by the method of example 144 step (i) using the product from example 151 step (iv), 3-bromobenzenenitrile and THF as solvent. Reactants: ClC1=C2C3=CC(CCC3(CC2=CC(=C1Cl)OCC(=O)OCC1OC(OC1)(C)C)CC)=O ((2,2-dimethyl-1,3-dioxolan-4-yl)methyl [(5,6-dichloro-9a-ethyl-3-oxo-1,2,9,9a-tetrahydro-3H-fluoren-7-yl)oxy]acetate), [Cl-].[Na+] (sodium chloride), Cl (hydrochloric acid), C([O-])(O)=O.[Na+] (sodium bicarbonate). The solvent is CC(=O)C (acetone). Reaction conditions: time 2 hour. Yields the product ClC1=C2C3=CC(CCC3(CC2=CC(=C1Cl)OCC(=O)OCC(CO)O)CC)=O (2,3-Dihydroxypropyl [(5,6-Dichloro-9a-ethyl-3-oxo-1,2,9,9a-tetrahydro-3H-fluoren-7-yl)oxy]acetate). As a reaction SMILES: [Cl:1][C:2]1[C:14]([Cl:15])=[C:13]([O:16][CH2:17][C:18]([O:20][CH2:21][CH:22]2[CH2:26][O:25]C(C)(C)[O:23]2)=[O:19])[CH:12]=[C:11]2[C:3]=1[C:4]1[C:9]([CH2:29][CH3:30])([CH2:10]2)[CH2:8][CH2:7][C:6](=[O:31])[CH:5]=1.Cl.C(=O)(O)[O-].[Na+].[Cl-].[Na+]>CC(C)=O>[Cl:1][C:2]1[C:14]([Cl:15])=[C:13]([O:16][CH2:17][C:18]([O:20][CH2:21][CH:22]([OH:23])[CH2:26][OH:25])=[O:19])[CH:12]=[C:11]2[C:3]=1[C:4]1[C:9]([CH2:29][CH3:30])([CH2:10]2)[CH2:8][CH2:7][C:6](=[O:31])[CH:5]=1 |f:2.3,4.5|. Reported procedure: A mixture of 165 mg of (2,2-dimethyl-1,3-dioxolan-4-yl)methyl [(5,6-dichloro-9a-ethyl-3-oxo-1,2,9,9a-tetrahydro-3H-fluoren-7-yl)oxy]acetate from Example 109, Step A is dissolved in 100 ml. of 0.075 N hydrochloric acid and 20 ml. of acetone and heated, with stirring at 50°-55° C. for 2 hours. The mixture is cooled and neutralized with a solution of sodium bicarbonate. The solution is saturated with sodium chloride and extracted two times with 100 ml. portions of 20% tetrahydrofuran in ether. The ... Starting materials: C1(=CC=CC=C1)NCC(=O)O (N-phenyl glycine), C(C1=CC=CC=C1)N=C=S (benzylisothiocyanate). Run in C1(=CC=CC=C1)C (toluene). Conditions: time 8 hour. Product: C1(=CC=CC=C1)N1C(=S)N(C(=O)C1)CC1=CC=CC=C1 (1-phenyl-3-benzyl-2-thiohydantoin). Isolated yield 20.0%. RXN SMILES: [C:1]1([NH:7][CH2:8][C:9]([OH:11])=O)[CH:6]=[CH:5][CH:4]=[CH:3][CH:2]=1.[CH2:12]([N:19]=[C:20]=[S:21])[C:13]1[CH:18]=[CH:17][CH:16]=[CH:15][CH:14]=1>C1(C)C=CC=CC=1>[C:1]1([N:7]2[CH2:8][C:9](=[O:11])[N:19]([CH2:12][C:13]3[CH:18]=[CH:17][CH:16]=[CH:15][CH:14]=3)[C:20]2=[S:21])[CH:2]=[CH:3][CH:4]=[CH:5][CH:6]=1. Procedure details: A mixture containing 30.2 g (0.2 M) of N-phenyl glycine, 37.2 g (0.25M) of benzylisothiocyanate and 80 ml of toluene was refluxed for 5 hours and allowed to stand at room temperature overnight. The product was washed with toluene and recrystallized from ethanol to produce 12 g (0.04 mole) of the above-identified product having a melting point of 103° C. The reactants are CCOC(C)=O, CO, Nc1nc(NCc2ccc(OCc3ccccc3)cc2)nc2nc(-c3ccco3)nn12. The product is Nc1nc(NCc2ccc(O)cc2)nc2nc(-c3ccco3)nn12. RXN SMILES: [CH3:32][CH2:33][O:34][C:35](=[O:36])[CH3:37].[CH3:38][OH:39].[NH2:1][c:2]1[n:3][c:4]([NH:16][CH2:17][c:18]2[cH:19][cH:20][c:21]([O:24][CH2:25][c:26]3[cH:27][cH:28][cH:29][cH:30][cH:31]3)[cH:22][cH:23]2)[n:5][c:6]2[n:7]1[n:8][c:9](-[c:11]1[o:12][cH:13][cH:14][cH:15]1)[n:10]2>>[NH2:1][c:2]1[n:3][c:4]([NH:16][CH2:17][c:18]2[cH:19][cH:20][c:21]([OH:24])[cH:22][cH:23]2)[n:5][c:6]2[n:7]1[n:8][c:9](-[c:11]1[o:12][cH:13][cH:14][cH:15]1)[n:10]2.